This data is from the Open Reaction Database (ORD), a public repository of structured organic reaction records. The task is: describe an organic reaction: reactants, conditions, products, and yield Reactants: O=C([O-])O, CCOC(C)=O, ClCCl, COc1c(F)cccc1C(C)(C)CC(O)(C=Nc1cccc2[nH]ncc12)C(F)(F)F, [Na+]. The product is COc1c(F)ccc2c1C(C)(C)CC(O)(C(F)(F)F)C2Nc1cccc2[nH]ncc12. Reaction SMILES: [C:31](=[O:32])([OH:33])[O-:34].[CH3:36][CH2:37][O:38][C:39](=[O:40])[CH3:41].[Cl:42][CH2:43][Cl:44].[F:1][C:2]([C:3]([CH2:4][C:5]([CH3:6])([CH3:7])[c:8]1[c:9]([O:15][CH3:16])[c:10]([F:14])[cH:11][cH:12][cH:13]1)([OH:17])[CH:18]=[N:19][c:20]1[c:21]2[cH:22][n:23][nH:24][c:25]2[cH:26][cH:27][cH:28]1)([F:29])[F:30].[Na+:35]>>[F:1][C:2]([C:3]1([OH:17])[CH2:4][C:5]([CH3:6])([CH3:7])[c:8]2[c:9]([O:15][CH3:16])[c:10]([F:14])[cH:11][cH:12][c:13]2[CH:18]1[NH:19][c:20]1[c:21]2[cH:22][n:23][nH:24][c:25]2[cH:26][cH:27][cH:28]1)([F:29])[F:30].